From a dataset of the Open Reaction Database (ORD), a public repository of structured organic reaction records. describe an organic reaction: reactants, conditions, products, and yield The reactants are CCN(CC)S(F)(F)F, ClCCl, [Na+], O=C([O-])O, CC(C)OC(=O)N1CCC(COc2ccc(-c3ccc(S(C)(=O)=O)cc3)nc2CO)CC1. Yields the product CC(C)OC(=O)N1CCC(COc2ccc(-c3ccc(S(C)(=O)=O)cc3)nc2CF)CC1. Reaction SMILES: [CH2:33]([N:34]([S:35]([F:36])([F:37])[F:39])[CH2:38][CH3:40])[CH3:41].[Cl:47][CH2:48][Cl:49].[Na+:46].[O-:42][C:43]([OH:44])=[O:45].[OH:1][CH2:2][c:3]1[n:4][c:5](-[c:23]2[cH:24][cH:25][c:26]([S:29](=[O:30])(=[O:31])[CH3:32])[cH:27][cH:28]2)[cH:6][cH:7][c:8]1[O:9][CH2:10][CH:11]1[CH2:12][CH2:13][N:14]([C:17](=[O:18])[O:19][CH:20]([CH3:21])[CH3:22])[CH2:15][CH2:16]1>>[CH2:2]([c:3]1[n:4][c:5](-[c:23]2[cH:24][cH:25][c:26]([S:29](=[O:30])(=[O:31])[CH3:32])[cH:27][cH:28]2)[cH:6][cH:7][c:8]1[O:9][CH2:10][CH:11]1[CH2:12][CH2:13][N:14]([C:17](=[O:18])[O:19][CH:20]([CH3:21])[CH3:22])[CH2:15][CH2:16]1)[F:39]. Starting materials: ClC1=CC=C(C=C1)C1=CC=CC=C1 (4-chlorobiphenyl), C1(=CC=CC=C1)C1=CC=CC=C1 (biphenyl), ClCl (chlorine), C1(=CC=CC=C1)C1=CC=CC=C1 (biphenyl). The reagents and catalysts are [Fe] (iron). Run in ClC1=CC=CC=C1 (chlorobenzene). The product is ClC1=CC=C(C=C1)C1=CC=CC=C1 (4-chlorobiphenyl), ClC=1C=C(C=CC1)C1=CC=CC=C1 (3-chlorobiphenyl), ClC1=C(C=CC=C1)C1=CC=CC=C1 (2-chlorobiphenyl), C1(=CC=CC=C1)C1=CC=CC=C1 (biphenyl). As a reaction SMILES: [Cl:1][C:2]1[CH:7]=[CH:6][C:5]([C:8]2[CH:13]=[CH:12][CH:11]=[CH:10][CH:9]=2)=[CH:4][CH:3]=1.[C:14]1([C:20]2[CH:25]=[CH:24][CH:23]=[CH:22][CH:21]=2)[CH:19]=[CH:18][CH:17]=[CH:16][CH:15]=1.[Cl:26]Cl>ClC1C=CC=CC=1.[Fe]>[Cl:1][C:2]1[CH:3]=[CH:4][C:5]([C:8]2[CH:13]=[CH:12][CH:11]=[CH:10][CH:9]=2)=[CH:6][CH:7]=1.[Cl:1][C:16]1[CH:15]=[C:14]([C:20]2[CH:21]=[CH:22][CH:23]=[CH:24][CH:25]=2)[CH:19]=[CH:18][CH:17]=1.[Cl:26][C:6]1[CH:7]=[CH:2][CH:3]=[CH:4][C:5]=1[C:8]1[CH:13]=[CH:12][CH:11]=[CH:10][CH:9]=1.[C:5]1([C:8]2[CH:9]=[CH:10][CH:11]=[CH:12][CH:13]=2)[CH:6]=[CH:7][CH:2]=[CH:3][CH:4]=1. Procedure details: It would be desirable to be able to prepare 4-chlorobiphenyl in a single step from biphenyl and chlorine. According to U.S. Pat. No. 1,890,427, this is possible by chlorination of biphenyl in chlorobenzene in the presence of metallic iron as catalyst. However, this gives a mixture comprising 4-chlorobiphenyl, 3-chlorobiphenyl, 2-chlorobiphenyl and unreacted biphenyl. The separation of this mixture is very complicated. For separating off one isomer, the reference describes crystallization from no... The reactants are COc1ccc(CN(Cc2ccc(OC)cc2)c2nc(C)nc(-c3cc(C(C)N4CCN(S(C)(=O)=O)CC4)cnc3Nc3ccc4cccnc4c3)n2)cc1, O=C(O)C(F)(F)F, O=S(=O)(O)C(F)(F)F. Product: O=C(O)C(F)(F)F, Cc1nc(N)nc(-c2cc(C(C)N3CCN(S(C)(=O)=O)CC3)cnc2Nc2ccc3cccnc3c2)n1. RXN SMILES: [CH3:1][O:2][c:3]1[cH:4][cH:5][c:6]([CH2:7][N:8]([c:9]2[n:10][c:11](-[c:16]3[c:17]([NH:34][c:35]4[cH:36][cH:37][c:38]5[cH:39][cH:40][cH:41][n:42][c:43]5[cH:44]4)[n:18][cH:19][c:20]([CH:22]([CH3:23])[N:24]4[CH2:25][CH2:26][N:27]([S:30](=[O:31])(=[O:32])[CH3:33])[CH2:28][CH2:29]4)[cH:21]3)[n:12][c:13]([CH3:15])[n:14]2)[CH2:45][c:46]2[cH:47][cH:48][c:49]([O:50][CH3:51])[cH:52][cH:53]2)[cH:54][cH:55]1.[F:64][C:65]([C:66](=[O:67])[OH:68])([F:69])[F:70].[OH:56][S:57]([C:58]([F:59])([F:60])[F:61])(=[O:62])=[O:63]>>[F:64][C:65]([C:66](=[O:67])[OH:68])([F:69])[F:70].[NH2:8][c:9]1[n:10][c:11](-[c:16]2[c:17]([NH:34][c:35]3[cH:36][cH:37][c:38]4[cH:39][cH:40][cH:41][n:42][c:43]4[cH:44]3)[n:18][cH:19][c:20]([CH:22]([CH3:23])[N:24]3[CH2:25][CH2:26][N:27]([S:30](=[O:31])(=[O:32])[CH3:33])[CH2:28][CH2:29]3)[cH:21]2)[n:12][c:13]([CH3:15])[n:14]1. Starting materials: OC1=C(N=C(C2=CC(=CC=C12)OC1=CC=CC2=CC=CC=C12)I)C(=O)OC (Methyl 4-hydroxy-1-iodo-7-(naphthalen-1-yloxy)isoquinoline-3-carboxylate), C(#N)[Cu] (CuCN), C(Cl)Cl (CH2Cl2). Solvent: CN(C)C=O (DMF). Conditions: temperature 120 celsius, time 10 minute. The product is C(#N)C1=NC(=C(C2=CC=C(C=C12)OC1=CC=CC2=CC=CC=C12)O)C(=O)OC (Methyl 1-cyano-4-hydroxy-7-(naphthalen-1-yloxy)isoquinoline-3-carboxylate). As a reaction SMILES: [OH:1][C:2]1[C:11]2[C:6](=[CH:7][C:8]([O:12][C:13]3[C:22]4[C:17](=[CH:18][CH:19]=[CH:20][CH:21]=4)[CH:16]=[CH:15][CH:14]=3)=[CH:9][CH:10]=2)[C:5](I)=[N:4][C:3]=1[C:24]([O:26][CH3:27])=[O:25].[C:28]([Cu])#[N:29].C(Cl)Cl>CN(C=O)C>[C:28]([C:5]1[C:6]2[C:11](=[CH:10][CH:9]=[C:8]([O:12][C:13]3[C:22]4[C:17](=[CH:18][CH:19]=[CH:20][CH:21]=4)[CH:16]=[CH:15][CH:14]=3)[CH:7]=2)[C:2]([OH:1])=[C:3]([C:24]([O:26][CH3:27])=[O:25])[N:4]=1)#[N:29]. Reported procedure: Methyl 4-hydroxy-1-iodo-7-(naphthalen-1-yloxy)isoquinoline-3-carboxylate (130 mg, 0.28 mmol) and CuCN (49 mg, 0.55 mmol) were suspended in DMF (1.1 mL). The resulting mixture was heated at 120° C. for 7 minutes and then cooled to room temperature. The reaction crude was poured into CH2Cl2 (30 mL) and stirred vigorously for 10 minutes at room temperature. The resulting suspension was filtered through a pad of celite and the filtrate was washed with H2O and brine sequentially. The organic layer wa... Reactants: COC(=O)c1cccc(CON=C2C(c3ccccc3)=C(c3ccc(S(C)(=O)=O)cc3)C2(C)C)c1, C1CCOC1, CO, CCOC(C)=O, Cl, [Li+], [OH-]. The product is CC1(C)C(=NOCc2cccc(C(=O)O)c2)C(c2ccccc2)=C1c1ccc(S(C)(=O)=O)cc1. RXN SMILES: [C:1](=[O:2])([O:3][CH3:4])[c:5]1[cH:6][c:7]([CH2:8][O:9][N:10]=[C:11]2[C:12]([c:27]3[cH:28][cH:29][cH:30][cH:31][cH:32]3)=[C:13]([c:17]3[cH:18][cH:19][c:20]([S:23](=[O:24])(=[O:25])[CH3:26])[cH:21][cH:22]3)[C:14]2([CH3:15])[CH3:16])[cH:33][cH:34][cH:35]1.[CH2:38]1[O:39][CH2:40][CH2:41][CH2:42]1.[CH3:43][OH:44].[CH3:45][CH2:46][O:47][C:48]([CH3:49])=[O:50].[ClH:51].[Li+:37].[OH-:36]>>[C:1](=[O:2])([OH:3])[c:5]1[cH:6][c:7]([CH2:8][O:9][N:10]=[C:11]2[C:12]([c:27]3[cH:28][cH:29][cH:30][cH:31][cH:32]3)=[C:13]([c:17]3[cH:18][cH:19][c:20]([S:23](=[O:24])(=[O:25])[CH3:26])[cH:21][cH:22]3)[C:14]2([CH3:15])[CH3:16])[cH:33][cH:34][cH:35]1. Starting materials: ClCCCl, COC(=O)c1ccc(OCC2CC(OC)CN2)cc1, COc1cc(CC(=O)O)ccc1NC(=O)Nc1ccccc1Cl, Cl, CN(C)C=O, O, On1nnc2ccccc21. The product is COC(=O)c1ccc(OCC2CC(OC)CN2C(=O)Cc2ccc(NC(=O)Nc3ccccc3Cl)c(OC)c2)cc1. RXN SMILES: [CH2:43]([Cl:44])[CH2:45][Cl:46].[CH3:24][O:25][CH:26]1[CH2:27][CH:28]([CH2:31][O:32][c:33]2[cH:34][cH:35][c:36]([C:37](=[O:38])[O:39][CH3:40])[cH:41][cH:42]2)[NH:29][CH2:30]1.[Cl:1][c:2]1[c:3]([NH:8][C:9]([NH:10][c:11]2[c:12]([O:21][CH3:22])[cH:13][c:14]([CH2:17][C:18](=[O:19])[OH:20])[cH:15][cH:16]2)=[O:23])[cH:4][cH:5][cH:6][cH:7]1.[ClH:47].[O:58]=[CH:59][N:60]([CH3:61])[CH3:62].[OH2:63].[OH:48][n:49]1[c:50]2[c:51]([cH:52][cH:53][cH:54][cH:55]2)[n:56][n:57]1>>[Cl:1][c:2]1[c:3]([NH:8][C:9]([NH:10][c:11]2[c:12]([O:21][CH3:22])[cH:13][c:14]([CH2:17][C:18](=[O:20])[N:29]3[CH:28]([CH2:31][O:32][c:33]4[cH:34][cH:35][c:36]([C:37](=[O:38])[O:39][CH3:40])[cH:41][cH:42]4)[CH2:27][CH:26]([O:25][CH3:24])[CH2:30]3)[cH:15][cH:16]2)=[O:23])[cH:4][cH:5][cH:6][cH:7]1. Solvent: C(C)#N (acetonitrile), C(C)#N (acetonitrile). Reaction SMILES: [C:1]([OH:6])(=[O:5])[C:2]([OH:4])=[O:3].[F:7][C:8]1[CH:9]=[CH:10][CH:11]=[C:12]2[C:19]=1[C:15]([CH2:16][CH2:17][NH2:18])=[CH:14][NH:13]2.CO.CCOCC>C(#N)C>[C:1]([OH:6])(=[O:5])[C:2]([OH:4])=[O:3].[F:7][C:8]1[CH:9]=[CH:10][CH:11]=[C:12]2[C:19]=1[C:15]([CH2:16][CH2:17][NH2:18])=[CH:14][NH:13]2 |f:5.6|. The product is C(C(=O)O)(=O)O.FC=1C=CC=C2NC=C(CCN)C12 (4-Fluorotryptamine oxalate). Starting materials: C(C(=O)O)(=O)O (oxalic acid), FC=1C=CC=C2NC=C(CCN)C12 (4-fluorotryptamine), CCOCC (Et2O), CO (MeOH). Procedure details: Add dropwise oxalic acid (1.44 g, 1.2 eq.)in acetonitrile to an acetonitrile solution of 4-fluorotryptamine with vigorous stirring. Warm add MeOH to make a solution. Add Et2O to the cloud point and cool the solution in the freezer to give a solid. Collect the solid by filtration and dry in a vacuum oven overnight at 45° C. to give the title compound as a tan solid: 1H NMR (300 MHz, d6-DMSO): 3.07 (m, 4H), 6.73 (m, 1H), 7.04 (m, 1H), 7.22 (m, 2H), 11.30 (bs, 1H); MS (ES+):. m/z 179 (M+H)+;(ES−): ... Reactants: OC1=C(C(=O)OC)C=CC=C1OC(=O)C1=CC=CC=C1 (methyl 2-hydroxy-3-[(phenylcarbonyl)oxy]benzoate), C([O-])([O-])=O.[K+].[K+] (potassium carbonate), C(C)#N (acetonitrile), BrCCOC (1-bromo-2-(methyloxy)ethane). Run in C(C)(=O)OCC (ethyl acetate). The product is COCCOC1=C(C(=O)OC)C=CC=C1OC(=O)C1=CC=CC=C1 (methyl 2-{[2-(methyloxy)ethyl]oxy}-3-[(phenylcarbonyl)oxy]benzoate). Yield: 87.2%. Reaction SMILES: [OH:1][C:2]1[C:11]([O:12][C:13]([C:15]2[CH:20]=[CH:19][CH:18]=[CH:17][CH:16]=2)=[O:14])=[CH:10][CH:9]=[CH:8][C:3]=1[C:4]([O:6][CH3:7])=[O:5].C(=O)([O-])[O-].[K+].[K+].C(#N)C.Br[CH2:31][CH2:32][O:33][CH3:34]>C(OCC)(=O)C>[CH3:34][O:33][CH2:32][CH2:31][O:1][C:2]1[C:11]([O:12][C:13]([C:15]2[CH:20]=[CH:19][CH:18]=[CH:17][CH:16]=2)=[O:14])=[CH:10][CH:9]=[CH:8][C:3]=1[C:4]([O:6][CH3:7])=[O:5] |f:1.2.3|. Procedure: To a mixture of methyl 2-hydroxy-3-[(phenylcarbonyl)oxy]benzoate (21.2 g, 78 mmol), potassium carbonate (21.5 g, 156 mmol) and acetonitrile (370 mL) was added 1-bromo-2-(methyloxy)ethane (12.1 mL, 116 mmol). The resulting mixture was heated at reflux 18 hour. After cooling to room temperature, the reaction mixture was diluted with ethyl acetate (400 mL), filtered and concentrated. The residue was then diluted with ethyl acetate (200 mL) and washed with 5% sodium hydroxide solution, water and bri... Starting materials: [F-].[K+] (potassium fluoride), FC=1C=C2CN(C(C2=C(C1)I)=O)CC1=CC=C(C=C1)OC(F)(F)F (5-fluoro-7-iodo-2-(4-trifluoromethoxy-benzyl)-2,3-dihydro-isoindol-1-one), COC(C(F)(F)Cl)=O (chloro-difluoro-acetic acid methyl ester). The reagents and catalysts are [Cu]I (CuI). Run in CN(C)C=O (DMF). Reaction conditions: temperature 140 celsius, time 18 hour. Yields the product FC=1C=C2CN(C(C2=C(C1)C(F)(F)F)=O)CC1=CC=C(C=C1)OC(F)(F)F (5-fluoro-7-trifluoromethyl-2-(4-trifluoromethoxy-benzyl)-2,3-dihydro-isoindol-1-one). Yield: 181.6%. RXN SMILES: [F-:1].[K+].[F:3][C:4]1[CH:5]=[C:6]2[C:10](=[C:11](I)[CH:12]=1)[C:9](=[O:14])[N:8]([CH2:15][C:16]1[CH:21]=[CH:20][C:19]([O:22][C:23]([F:26])([F:25])[F:24])=[CH:18][CH:17]=1)[CH2:7]2.COC(=O)[C:30](Cl)([F:32])[F:31]>CN(C=O)C.[Cu]I>[F:3][C:4]1[CH:5]=[C:6]2[C:10](=[C:11]([C:30]([F:32])([F:1])[F:31])[CH:12]=1)[C:9](=[O:14])[N:8]([CH2:15][C:16]1[CH:21]=[CH:20][C:19]([O:22][C:23]([F:26])([F:25])[F:24])=[CH:18][CH:17]=1)[CH2:7]2 |f:0.1|. Procedure: CuI (0.129 g, 0.68 mmol) and potassium fluoride (0.039 g, 0.68 mmol) were added under an N2 atmosphere to a solution 5-fluoro-7-iodo-2-(4-trifluoromethoxy-benzyl)-2,3-dihydro-isoindol-1-one (0.260 g, 0.58 mmol) and chloro-difluoro-acetic acid methyl ester (0.072 mL, 0.098 mmol) in DMF (4 mL). The mixture was stirred at 140° C. for 18 h. The reaction was cooled and the solvent evaporated. Silica gel column chromatography using 30% ethyl acetate in hexane afforded 5-fluoro-7-trifluoromethyl-2-(4-t... Starting materials: Brc1ccc(Br)cc1, COCCOC, COC(=O)NC(C(=O)N1CCCC1c1ncc(-c2ccc(B3OC(C)(C)C(C)(C)O3)cc2)[nH]1)C(C)C, [K+], [K+], N#N, O=C([O-])[O-], c1ccc(P(c2ccccc2)(c2ccccc2)[Pd](P(c2ccccc2)(c2ccccc2)c2ccccc2)(P(c2ccccc2)(c2ccccc2)c2ccccc2)P(c2ccccc2)(c2ccccc2)c2ccccc2)cc1. Product: COC(=O)NC(C(=O)N1CCCC1c1ncc(-c2ccc(-c3ccc(Br)cc3)cc2)[nH]1)C(C)C. RXN SMILES: [Br:37][c:38]1[cH:39][cH:40][c:41]([Br:44])[cH:42][cH:43]1.[CH2:53]([CH2:54][O:55][CH3:56])[O:57][CH3:58].[CH3:1][O:2][C:3]([NH:4][CH:5]([CH:6]([CH3:7])[CH3:8])[C:9](=[O:10])[N:11]1[CH:12]([c:16]2[nH:17][c:18](-[c:21]3[cH:22][cH:23][c:24]([B:27]4[O:28][C:29]([CH3:30])([CH3:31])[C:32]([CH3:33])([CH3:34])[O:35]4)[cH:25][cH:26]3)[cH:19][n:20]2)[CH2:13][CH2:14][CH2:15]1)=[O:36].[K+:45].[K+:46].[N:51]#[N:52].[O-:47][C:48]([O-:49])=[O:50].[cH:59]1[cH:60][cH:61][c:62]([P:63]([Pd:64]([P:65]([c:66]2[cH:67][cH:68][cH:69][cH:70][cH:71]2)([c:72]2[cH:73][cH:74][cH:75][cH:76][cH:77]2)[c:78]2[cH:79][cH:80][cH:81][cH:82][cH:83]2)([P:84]([c:85]2[cH:86][cH:87][cH:88][cH:89][cH:90]2)([c:91]2[cH:92][cH:93][cH:94][cH:95][cH:96]2)[c:97]2[cH:98][cH:99][cH:100][cH:101][cH:102]2)[P:103]([c:104]2[cH:105][cH:106][cH:107][cH:108][cH:109]2)([c:110]2[cH:111][cH:112][cH:113][cH:114][cH:115]2)[c:116]2[cH:117][cH:118][cH:119][cH:120][cH:121]2)([c:122]2[cH:123][cH:124][cH:125][cH:126][cH:127]2)[c:128]2[cH:129][cH:130][cH:131][cH:132][cH:133]2)[cH:134][cH:135]1>>[CH3:1][O:2][C:3]([NH:4][CH:5]([CH:6]([CH3:7])[CH3:8])[C:9](=[O:10])[N:11]1[CH:12]([c:16]2[nH:17][c:18](-[c:21]3[cH:22][cH:23][c:24](-[c:41]4[cH:40][cH:39][c:38]([Br:37])[cH:43][cH:42]4)[cH:25][cH:26]3)[cH:19][n:20]2)[CH2:13][CH2:14][CH2:15]1)=[O:36].